This data is from the Open Reaction Database (ORD), a public repository of structured organic reaction records. The task is: describe an organic reaction: reactants, conditions, products, and yield The reactants are CC(=O)C1=CCCC1, CCO, COc1cc2c(cc1OC)CCN=C2, Cl. Yields the product COc1cc2c(cc1OC)C1CC(=O)C3CCCC3N1CC2. Reaction SMILES: [CH3:16][C:17](=[O:18])[C:19]1=[CH:20][CH2:21][CH2:22][CH2:23]1.[CH3:24][CH2:25][OH:26].[CH3:2][O:3][c:4]1[cH:5][c:6]2[c:11]([cH:12][c:13]1[O:14][CH3:15])[CH:10]=[N:9][CH2:8][CH2:7]2.[ClH:1]>>[CH3:2][O:3][c:4]1[cH:5][c:6]2[c:11]([cH:12][c:13]1[O:14][CH3:15])[CH:10]1[N:9]([CH2:8][CH2:7]2)[CH:20]2[CH:19]([C:17](=[O:18])[CH2:16]1)[CH2:23][CH2:22][CH2:21]2. Reactants: CC1=C(C#N)C=C(C=C1)C1=CC=CC=C1 (2-methyl-5-phenylbenzonitrile), ice water, Cl (hydrochloric acid), C(C)(=O)OCC (ethyl acetate), [H-].C(C(C)C)[Al+]CC(C)C (diisobutyl aluminum hydride). The solvent is C1(=CC=CC=C1)C (toluene), C1(=CC=CC=C1)C (toluene). Run at time 8 hour. Yields the product CC1=C(C=O)C=C(C=C1)C1=CC=CC=C1 (2-methyl-5-phenylbenzaldehyde). RXN SMILES: [CH3:1][C:2]1[CH:9]=[CH:8][C:7]([C:10]2[CH:15]=[CH:14][CH:13]=[CH:12][CH:11]=2)=[CH:6][C:3]=1[C:4]#N.[H-].C([Al+]CC(C)C)C(C)C.C(OCC)(=[O:28])C.Cl>C1(C)C=CC=CC=1>[CH3:1][C:2]1[CH:9]=[CH:8][C:7]([C:10]2[CH:15]=[CH:14][CH:13]=[CH:12][CH:11]=2)=[CH:6][C:3]=1[CH:4]=[O:28] |f:1.2|. Procedure details: Under nitrogen atmosphere, 126 g (650 mmol) of 2-methyl-5-phenylbenzonitrile was dissolved in 700 ml of anhydrous toluene, and to the resulted solution was dropped 780 ml of a toluene solution of diisobutyl aluminum hydride (1.0 M solution; 780 mmol) at −10 to 0° C., and the mixture was stirred at room temperature overnight. To the reaction solution was dropped 25 ml of ethyl acetate, and this was poured into a mixture of 2.5 L of ice water and 270 ml of concentrated hydrochloric acid. After sti... Reactants: narrow-mouth glass, C(C1=CC=CC=C1)(=O)OOC(C1=CC=CC=C1)=O (benzoyl peroxide), CO (methanol), C(C=C)(=O)OCCCCCC(C)C (isooctyl acrylate), C(C=C)(=O)N (acrylamide). Solvent: C(C)(=O)OCC (ethyl acetate), C(C)(=O)OCC (ethyl acetate), C(C)(=O)OCC.CO (ethyl acetate methanol), solids. Yields the product C(CCCCC(C)C)OC(C=C)=O.C(C=C)(=O)N (Isooctylacrylate Acrylamide). Reaction SMILES: [C:1]([O:5][CH2:6][CH2:7][CH2:8][CH2:9][CH2:10][CH:11]([CH3:13])[CH3:12])(=[O:4])[CH:2]=[CH2:3].[C:14]([NH2:18])(=[O:17])[CH:15]=[CH2:16].C(OOC(=O)C1C=CC=CC=1)(=O)C1C=CC=CC=1.CO>C(OCC)(=O)C.CO.C(OCC)(=O)C>[CH2:6]([O:5][C:1](=[O:4])[CH:2]=[CH2:3])[CH2:7][CH2:8][CH2:9][CH2:10][CH:11]([CH3:13])[CH3:12].[C:14]([NH2:18])(=[O:17])[CH:15]=[CH2:16] |f:4.5,7.8|. Reported procedure: To a 114 gram narrow-mouth glass bottle were added: 18.6 g isooctyl acrylate, 1.4 g acrylamide, 0.04 g benzoyl peroxide, 27.0 g ethyl acetate and 3.0 g methanol. The solution was purged for thirty five seconds with nitrogen at a flow rate of one liter per minute. The bottle was sealed and placed in a rotating water bath at 55° C. for twenty-four hours to effect essentially complete polymerization. The polymer was diluted with ethyl acetate/methanol (90/10) to 23.2 percent solids and had a measur... Starting materials: CCN(C(C)C)C(C)C, Cl, Cl, Fc1ccccc1CCBr, FC(F)(F)c1nnc2ccc(N3CCNCC3)nn12, CN(C)C=O. The product is Fc1ccccc1CCN1CCN(c2ccc3nnc(C(F)(F)F)n3n2)CC1. Reaction SMILES: [CH:22]([N:23]([CH2:24][CH3:25])[CH:26]([CH3:27])[CH3:28])([CH3:29])[CH3:30].[ClH:1].[ClH:2].[F:31][c:32]1[c:33]([CH2:34][CH2:35][Br:36])[cH:37][cH:38][cH:39][cH:40]1.[N:3]1([c:9]2[cH:10][cH:11][c:12]3[n:13]([n:14]2)[c:15]([C:18]([F:19])([F:20])[F:21])[n:16][n:17]3)[CH2:4][CH2:5][NH:6][CH2:7][CH2:8]1.[O:41]=[CH:42][N:43]([CH3:44])[CH3:45]>>[N:3]1([c:9]2[cH:10][cH:11][c:12]3[n:13]([n:14]2)[c:15]([C:18]([F:19])([F:20])[F:21])[n:16][n:17]3)[CH2:4][CH2:5][N:6]([CH2:35][CH2:34][c:33]2[c:32]([F:31])[cH:40][cH:39][cH:38][cH:37]2)[CH2:7][CH2:8]1. Starting materials: Cl (HCl), Cl.Cl.FC=1C=CC2=C(N(C(=N2)[C@H](C)N)C2=CC=CC=C2)C1C ((S)-1-(6-fluoro-7-methyl-1-phenyl-1H-benzoimidazol-2-yl)ethylamine dihydrochloride), ClC1=C2N=CN(C2=NC=N1)C1OCCCC1 (6-chloro-9-(tetrahydropyran-2-yl)-9H-purine), CCN(C(C)C)C(C)C (DIPEA). The solvent is O1CCOCC1 (dioxane), C(CCC)O (n-butanol). Conditions: temperature 90 celsius. The product is FC=1C=CC2=C(N(C(=N2)[C@H](C)NC2=C3N=CNC3=NC=N2)C2=CC=CC=C2)C1C ([(S)-1-(6-Fluoro-7-methyl-1-phenyl-1H-benzoimidazol-2-yl)-ethyl]-(9H-purin-6-yl)-amine). Yield: 69.9%. As a reaction SMILES: Cl.Cl.[F:3][C:4]1[CH:5]=[CH:6][C:7]2[N:11]=[C:10]([C@@H:12]([NH2:14])[CH3:13])[N:9]([C:15]3[CH:20]=[CH:19][CH:18]=[CH:17][CH:16]=3)[C:8]=2[C:21]=1[CH3:22].Cl[C:24]1[N:32]=[CH:31][N:30]=[C:29]2[C:25]=1[N:26]=[CH:27][N:28]2C1CCCCO1.CCN(C(C)C)C(C)C.Cl>C(O)CCC.O1CCOCC1>[F:3][C:4]1[CH:5]=[CH:6][C:7]2[N:11]=[C:10]([C@@H:12]([NH:14][C:24]3[N:32]=[CH:31][N:30]=[C:29]4[C:25]=3[N:26]=[CH:27][NH:28]4)[CH3:13])[N:9]([C:15]3[CH:16]=[CH:17][CH:18]=[CH:19][CH:20]=3)[C:8]=2[C:21]=1[CH3:22] |f:0.1.2|. Procedure details: A mixture of (S)-1-(6-fluoro-7-methyl-1-phenyl-1H-benzoimidazol-2-yl)ethylamine dihydrochloride (330 mg, 1.23 mmol), 6-chloro-9-(tetrahydropyran-2-yl)-9H-purine (351 mg, 1.47 mmol) and DIPEA (320 μL, 2.45 mmol) in n-butanol (6 mL) was heated at 90° C. in a sealed vial for 18 h. After cooling to RT, the volatiles were removed under reduced pressure and the resulting residue purified by column chromatography (Si—PCC, gradient 0-10% MeOH in EtOAc). A solution of the compound thus obtained in MeOH (...